From a dataset of the Open Reaction Database (ORD), a public repository of structured organic reaction records. describe an organic reaction: reactants, conditions, products, and yield The reactants are FC=1C=C2/C(/C(NC2=CC1)=O)=C/C1=C(C=2C(N(CCC2N1)C[C@@H](CN1CCOCC1)O)=O)C ((R,Z)-2-(5-fluoro-2-oxo-1,2-dihydro-indol-3-ylidenemethyl)-5-(2-hydroxy-3-morpholin-4-yl-propyl)-3-methyl-1,5,6,7-tetrahydro-pyrrolo[3,2-c]pyridin-4-one), C(\C=C/C(=O)O)(=O)O (cis-butenedioic acid). Solvent: CO (methanol). Product: C(\C=C/C(=O)O)(=O)O.FC=1C=C2/C(/C(NC2=CC1)=O)=C/C1=C(C=2C(N(CCC2N1)C[C@@H](CN1CCOCC1)O)=O)C ((R,Z)-2-(5-fluoro-2-oxo-1,2-dihydro-indol-3-ylidenemethyl)-5-(2-hydroxy-3-morpholin-4-yl-propyl)-3-methyl-1,5,6,7-tetrahydro-pyrrolo[3,2-c]pyridin-4-one maleate). The yield is 91.0%. As a reaction SMILES: [F:1][C:2]1[CH:3]=[C:4]2[C:8](=[CH:9][CH:10]=1)[NH:7][C:6](=[O:11])/[C:5]/2=[CH:12]\[C:13]1[NH:21][C:20]2[CH2:19][CH2:18][N:17]([CH2:22][C@H:23]([OH:31])[CH2:24][N:25]3[CH2:30][CH2:29][O:28][CH2:27][CH2:26]3)[C:16](=[O:32])[C:15]=2[C:14]=1[CH3:33].[C:34]([OH:41])(=[O:40])/[CH:35]=[CH:36]\[C:37]([OH:39])=[O:38]>CO>[C:34]([OH:41])(=[O:40])/[CH:35]=[CH:36]\[C:37]([OH:39])=[O:38].[F:1][C:2]1[CH:3]=[C:4]2[C:8](=[CH:9][CH:10]=1)[NH:7][C:6](=[O:11])/[C:5]/2=[CH:12]\[C:13]1[NH:21][C:20]2[CH2:19][CH2:18][N:17]([CH2:22][C@H:23]([OH:31])[CH2:24][N:25]3[CH2:26][CH2:27][O:28][CH2:29][CH2:30]3)[C:16](=[O:32])[C:15]=2[C:14]=1[CH3:33] |f:3.4|. Procedure details: (R,Z)-2-(5-Fluoro-2-oxo-1,2-dihydro-indol-3-ylidenemethyl)-5-(2-hydroxy-3-morpholin-4-yl-propyl)-3-methyl-1,5,6,7-tetrahydro-pyrrolo[3,2-c]pyridin-4-one 1 (709 mg, 1.562 mmol) and cis-butenedioic acid (217 mg, 1.874 mmol) were dissolved in 150 mL of methanol under stirring at room temperature. After stirring to mix well, the reaction mixture was heated at 40° C. in an oil bath for 20 minutes and filtered under reduced pressure. The filtrate was concentrated under reduced pressure, and 50 mL of a... Starting materials: C(C=C)(=O)N (acrylamide), BrC1=CC(=C(C=C1)S)C(F)(F)F (4-Bromo-2-trifluoromethyl-benzenethiol), B([O-])([O-])[O-].B([O-])([O-])[O-].B([O-])([O-])[O-].B([O-])([O-])[O-].[Na+].[Na+].[Na+].[Na+].[Na+].[Na+].[Na+].[Na+].[Na+].[Na+].[Na+].[Na+] (sodium tetraborate). Solvent: O (water), CO (methanol). Reaction conditions: time 40 hour. The product is BrC1=CC(=C(C=C1)SCCC(=O)N)C(F)(F)F (3-(4-Bromo-2-trifluoromethyl-phenylsulfanyl)-propionamide). The yield is 98.2%. Reaction SMILES: [Br:1][C:2]1[CH:7]=[CH:6][C:5]([SH:8])=[C:4]([C:9]([F:12])([F:11])[F:10])[CH:3]=1.[C:13]([NH2:17])(=[O:16])[CH:14]=[CH2:15].B([O-])([O-])[O-].B([O-])([O-])[O-].B([O-])([O-])[O-].B([O-])([O-])[O-].[Na+].[Na+].[Na+].[Na+].[Na+].[Na+].[Na+].[Na+].[Na+].[Na+].[Na+].[Na+]>CO.O>[Br:1][C:2]1[CH:7]=[CH:6][C:5]([S:8][CH2:15][CH2:14][C:13]([NH2:17])=[O:16])=[C:4]([C:9]([F:12])([F:10])[F:11])[CH:3]=1 |f:2.3.4.5.6.7.8.9.10.11.12.13.14.15.16.17|. Procedure details: 4-Bromo-2-trifluoromethyl-benzenethiol (259.2 g, 1.01 mol) was dissolved in methanol (1.3 L) and water (2.6 L), then acrylamide (130 g, 1.82 mol), followed by sodium tetraborate (25.9 g, 129 mmol) were added at room temperature. The suspension was stirred for 40 h. After filtration, the solid was washed with water (2.6 L) and n-heptane (2.6 L) and dried in vacuo to yield the title compound as a white powder (325.6 g, 98%). MS (EI): m/z=330.0, 328.0 [M+H]+. 1H NMR (d6-DMSO, 400 MHz): δ 2.40 (t, J... Starting materials: CC[SiH](CC)CC, CN(C)S(=O)(=O)n1cnc(C(O)c2cccs2)c1, ClCCl, O=C(O)C(F)(F)F. The product is CN(C)S(=O)(=O)n1cnc(Cc2cccs2)c1. RXN SMILES: [CH2:26]([SiH:27]([CH2:28][CH3:29])[CH2:30][CH3:31])[CH3:32].[CH3:1][N:2]([S:3](=[O:4])(=[O:5])[n:6]1[cH:7][n:8][c:9]([CH:11]([c:12]2[s:13][cH:14][cH:15][cH:16]2)[OH:17])[cH:10]1)[CH3:18].[Cl:33][CH2:34][Cl:35].[OH:19][C:20]([C:21]([F:22])([F:23])[F:24])=[O:25]>>[CH3:1][N:2]([S:3](=[O:4])(=[O:5])[n:6]1[cH:7][n:8][c:9]([CH2:11][c:12]2[s:13][cH:14][cH:15][cH:16]2)[cH:10]1)[CH3:18].